From a dataset of the Open Reaction Database (ORD), a public repository of structured organic reaction records. describe an organic reaction: reactants, conditions, products, and yield Reactants: COC(=O)C1=C(C)NC(C)=C(C(=O)O)C1c1cccc([N+](=O)[O-])c1, Cc1ccccc1, C(=NC1CCCCC1)=NC1CCCCC1, OCC=CC#Cc1ccc(Cc2ncc[nH]2)cc1. The product is COC(=O)C1=C(C)NC(C)=C(C(=O)OCC=CC#Cc2ccc(Cc3ncc[nH]3)cc2)C1c1cccc([N+](=O)[O-])c1. As a reaction SMILES: [CH3:1][C:2]1=[C:7]([C:8](=[O:9])[OH:10])[CH:6]([c:11]2[cH:12][c:13]([N+:17](=[O:18])[O-:19])[cH:14][cH:15][cH:16]2)[C:5]([C:20](=[O:21])[O:22][CH3:23])=[C:4]([CH3:24])[NH:3]1.[CH3:58][c:59]1[cH:60][cH:61][cH:62][cH:63][cH:64]1.[CH:43]1([N:44]=[C:45]=[N:46][CH:47]2[CH2:48][CH2:49][CH2:50][CH2:51][CH2:52]2)[CH2:53][CH2:54][CH2:55][CH2:56][CH2:57]1.[nH:25]1[c:26]([CH2:30][c:31]2[cH:32][cH:33][c:34]([C:37]#[C:38][CH:39]=[CH:40][CH2:41][OH:42])[cH:35][cH:36]2)[n:27][cH:28][cH:29]1>>[CH3:1][C:2]1=[C:7]([C:8](=[O:9])[O:10][CH2:41][CH:40]=[CH:39][C:38]#[C:37][c:34]2[cH:33][cH:32][c:31]([CH2:30][c:26]3[n:25][cH:29][cH:28][nH:27]3)[cH:36][cH:35]2)[CH:6]([c:11]2[cH:12][c:13]([N+:17](=[O:18])[O-:19])[cH:14][cH:15][cH:16]2)[C:5]([C:20](=[O:21])[O:22][CH3:23])=[C:4]([CH3:24])[NH:3]1. Starting materials: C(C=C)#N (acrylonitrile), C(C1=CC=CC=C1)CN (N-benzylmethylamine). Solvent: C(C)O (ethanol). Run at time 3 hour. The product is C(C1=CC=CC=C1)CNCCC#N (3-(Benzylmethylamino)propionitrile). As a reaction SMILES: [C:1](#[N:4])[CH:2]=[CH2:3].[CH2:5]([CH2:12][NH2:13])[C:6]1[CH:11]=[CH:10][CH:9]=[CH:8][CH:7]=1>C(O)C>[CH2:5]([CH2:12][NH:13][CH2:3][CH2:2][C:1]#[N:4])[C:6]1[CH:11]=[CH:10][CH:9]=[CH:8][CH:7]=1. Procedure details: 5.3 g of acrylonitrile are added dropwise to a solution of 12.1 g of N-benzylmethylamine in 20 ml of ethanol. The reaction mixture is stirred for three hours at room temperature and then concentrated under vacuum to give 17 g (Y=97%) of the expected product. The reactants are ClC=1C=C(C2=C(N=C(O2)C2=CC(=C(C=C2)OC)OC2CCCC2)C1)C#CCN(OC(=O)OC(C)(C)C)C(=O)OC(C)(C)C (5-chloro-2-(3-cyclopentyloxy-4-methoxy-phenyl)-7-[3-(N-t-butyloxycarbonyl-N-t-butoxycarbonyloxy-amino)-1-propynyl]-benzoxazole), N (ammonia). Solvent: C1CCOC1 (THF). Run at time 2 hour. Yields the product ClC=1C=C(C2=C(N=C(O2)C2=CC(=C(C=C2)OC)OC2CCCC2)C1)C#CCN(O)C(=O)OC(C)(C)C (5-Chloro-2-(3-cyclopentyloxy-4-methoxy-phenyl)-7-[3-(N-t-butoxycarbonyl-N-hydroxy-amino)-1-propynyl]-benzoxazole). The yield is 57.3%. Reaction SMILES: [Cl:1][C:2]1[CH:3]=[C:4]([C:25]#[C:26][CH2:27][N:28]([C:37]([O:39][C:40]([CH3:43])([CH3:42])[CH3:41])=[O:38])[O:29]C(OC(C)(C)C)=O)[C:5]2[O:9][C:8]([C:10]3[CH:15]=[CH:14][C:13]([O:16][CH3:17])=[C:12]([O:18][CH:19]4[CH2:23][CH2:22][CH2:21][CH2:20]4)[CH:11]=3)=[N:7][C:6]=2[CH:24]=1.N>C1COCC1>[Cl:1][C:2]1[CH:3]=[C:4]([C:25]#[C:26][CH2:27][N:28]([C:37]([O:39][C:40]([CH3:43])([CH3:42])[CH3:41])=[O:38])[OH:29])[C:5]2[O:9][C:8]([C:10]3[CH:15]=[CH:14][C:13]([O:16][CH3:17])=[C:12]([O:18][CH:19]4[CH2:20][CH2:21][CH2:22][CH2:23]4)[CH:11]=3)=[N:7][C:6]=2[CH:24]=1. Procedure: 1.00 g (1.6 mmol) of 5-chloro-2-(3-cyclopentyloxy-4-methoxy-phenyl)-7-[3-(N-t-butyloxycarbonyl-N-t-butoxycarbonyloxy-amino)-1-propynyl]-benzoxazole was dissolved in 20 ml of THF and treated with 20 g of ammonia in a reactor. The pressure rose to 100 psi. After 2 hours, the solvents were removed in vacuo. Crystallization from methanol and recrystallization from di-isopropyl ether gave the title compound (0.47 g, 56.2%), mp 157-61° C. Starting materials: CCC(CC(=O)OC1CC1)=O (Cyclopropyl methylacetoacetate), [N+](=O)([O-])C1=C(C=O)C=CC=C1 (orthonitrobenzaldehyde), C1=CC=CC=C1 (benzene), N1CCCCC1 (piperidine). The product is CCC(CC(=O)OC1(C(C1)=CC1=CC=CC=C1)C1=C(C=CC=C1)[N+](=O)[O-])=O (2-Nitrophenylbenzylidene-cyclopropyl methylacetoacetate). The yield is 49.0%. Reaction SMILES: [CH3:1][CH2:2][C:3](=[O:11])[CH2:4][C:5]([O:7][CH:8]1[CH2:10][CH2:9]1)=[O:6].[N+:12]([C:15]1[CH:22]=[CH:21][CH:20]=[CH:19][C:16]=1C=O)([O-:14])=[O:13].N1[CH2:28][CH2:27][CH2:26][CH2:25][CH2:24]1.[CH:29]1C=CC=C[CH:30]=1>>[CH3:1][CH2:2][C:3](=[O:11])[CH2:4][C:5]([O:7][C:8]1([C:22]2[CH:21]=[CH:20][CH:19]=[CH:16][C:15]=2[N+:12]([O-:14])=[O:13])[CH2:10][C:9]1=[CH:24][C:25]1[CH:30]=[CH:29][CH:28]=[CH:27][CH:26]=1)=[O:6]. Procedure: 8.2 g (52.6 millimole) of Cyclopropyl methylacetoacetate and 6.6 g (43.8 millimole) of orthonitrobenzaldehyde were dissolved in 55 ml of benzene and 0.44 ml (4.38 millimole) of piperidine was added to the solution and it was dehydrated by refluxing for 15 hrs in a Dean-Stark apparatus. After removing the solvent and base under reduced pressure, the residue was purified on silica gel by chromatography to obtain 6.14 g (49%) of title product. Reactants: C(C)(C)(C)OC(=O)N1CCC(=CC1)C1=CC=C(C=2N=C(SC21)NC(C2=CC=C(C=C2)F)=O)OC (4-[2-(4-fluoro-benzoylamino)-4-methoxy-benzothiazol-7-yl]-3,6-dihydro-2H-pyridine-1-carboxylic acid tert-butyl ester), Cl.CO (HCl MeOH). Yields the product Cl.FC1=CC=C(C(=O)NC=2SC3=C(N2)C(=CC=C3C=3CCNCC3)OC)C=C1 (4-fluoro-N-[4-methoxy-7-(1,2,3,6-tetrahydro-pyridin-4-yl)-benzothiazol-2-yl]-benzamide hydrochloride). Isolated yield 92.0%. As a reaction SMILES: C(OC([N:8]1[CH2:13][CH:12]=[C:11]([C:14]2[C:22]3[S:21][C:20]([NH:23][C:24](=[O:32])[C:25]4[CH:30]=[CH:29][C:28]([F:31])=[CH:27][CH:26]=4)=[N:19][C:18]=3[C:17]([O:33][CH3:34])=[CH:16][CH:15]=2)[CH2:10][CH2:9]1)=O)(C)(C)C.[ClH:35].CO>>[ClH:35].[F:31][C:28]1[CH:27]=[CH:26][C:25]([C:24]([NH:23][C:20]2[S:21][C:22]3[C:14]([C:11]4[CH2:12][CH2:13][NH:8][CH2:9][CH:10]=4)=[CH:15][CH:16]=[C:17]([O:33][CH3:34])[C:18]=3[N:19]=2)=[O:32])=[CH:30][CH:29]=1 |f:1.2,3.4|. Procedure details: 0.20 g (0.52 mMol) 4-[2-(4-fluoro-benzoylamino)-4-methoxy-benzothiazol-7-yl]-3,6-dihydro-2H-pyridine-1-carboxylic acid tert-butyl ester were dissolved in 5 ml 2.5 M HCl/MeOH and heated to reflux for 1.5 h. The reaction mixture was concentrated in vacuo and taken up in 4 ml isopropanol. The suspension formed was filtered and the material on the filter was washed with diethyl ether and dried in vacuo. One obtained 200 mg (92%) 4-fluoro-N-[4-methoxy-7-(1,2,3,6-tetrahydro-pyridin-4-yl)-benzothiazol-... Reactants: BrC1=CC=C(C(=O)OC(C)(C)C)C=C1 (tert-butyl 4-bromobenzoate), C1=CC=C(C=C1)NC(=O)CC(=O)NC2=CC=CC=C2 (malondianilide), [O-]P(=O)([O-])[O-].[K+].[K+].[K+] (K3PO4), P(C(C)(C)C)(C(C)(C)C)C(C)(C)C (P(tert-Bu)3). The reagents and catalysts are C=1C=CC(=CC1)/C=C/C(=O)/C=C/C2=CC=CC=C2.C=1C=CC(=CC1)/C=C/C(=O)/C=C/C2=CC=CC=C2.C=1C=CC(=CC1)/C=C/C(=O)/C=C/C2=CC=CC=C2.[Pd].[Pd] (Pd2(dba)3). Solvent: C1(=CC=CC=C1)C (toluene). Conditions: temperature 70 celsius, time 24 hour. Yields the product N(C1=CC=CC=C1)C(C(C(=O)NC1=CC=CC=C1)C1=CC=C(C(=O)OC(C)(C)C)C=C1)=O (tert-Butyl 4-[2-anilino-1-(anilinocarbonyl)-2-oxoethyl]benzoate). Reaction SMILES: Br[C:2]1[CH:14]=[CH:13][C:5]([C:6]([O:8][C:9]([CH3:12])([CH3:11])[CH3:10])=[O:7])=[CH:4][CH:3]=1.[CH:15]1[CH:20]=[CH:19][C:18]([NH:21][C:22]([CH2:24][C:25]([NH:27][C:28]2[CH:33]=[CH:32][CH:31]=[CH:30][CH:29]=2)=[O:26])=[O:23])=[CH:17][CH:16]=1.[O-]P([O-])([O-])=O.[K+].[K+].[K+].P(C(C)(C)C)(C(C)(C)C)C(C)(C)C>C1C=CC(/C=C/C(/C=C/C2C=CC=CC=2)=O)=CC=1.C1C=CC(/C=C/C(/C=C/C2C=CC=CC=2)=O)=CC=1.C1C=CC(/C=C/C(/C=C/C2C=CC=CC=2)=O)=CC=1.[Pd].[Pd].C1(C)C=CC=CC=1>[NH:21]([C:22](=[O:23])[CH:24]([C:2]1[CH:14]=[CH:13][C:5]([C:6]([O:8][C:9]([CH3:12])([CH3:11])[CH3:10])=[O:7])=[CH:4][CH:3]=1)[C:25]([NH:27][C:28]1[CH:33]=[CH:32][CH:31]=[CH:30][CH:29]=1)=[O:26])[C:18]1[CH:17]=[CH:16][CH:15]=[CH:20][CH:19]=1 |f:2.3.4.5,7.8.9.10.11|. Procedure: To a mixture of tert-butyl 4-bromobenzoate (7.349 g, 28.6 mmol), malondianilide (6.01 g, 23.7 mmol), and K3PO4 (15.15 g, 71 mmol) was added Pd2(dba)3 (996 mg, 1.09 mmol), toluene (50 mL), and P(tert-Bu)3 (1.08 mL, 4.35 mmol). The reaction mixture was degassed and heated to 70° C. for 16 h, additional Pd[P(tert-Bu)3]2 was added and the reaction was heated to 80° C. After 24 h, the reaction mixture was diluted with ethyl acetate, washed with water (1×), brine (1×), dried over MgSO4, and concentrat... The reactants are CC1(OCCO1)C=1C=C(SC1)CN1N=CC(=C1)[N+](=O)[O-] (1-[4-(2-methyl-[1,3]dioxolan-2-yl)-thiophen-2-ylmethyl]-4-nitro-1H-pyrazole), [NH4+].[Cl-] (NH4Cl), N#N (N2). Reagents/catalysts: [Fe] (iron). Solvent: CCO (EtOH), O (water). Reaction conditions: temperature 75 celsius, time 60 minute. The product is CC1(OCCO1)C=1C=C(SC1)CN1N=CC(=N1)N (2-[4-(2-Methyl-[1,3]dioxolan-2-yl)-thiophen-2-ylmethyl]-2H-[1,2,3]triazol-4-ylamine). As a reaction SMILES: [N:1]#N.[CH3:3][C:4]1([C:9]2[CH:10]=[C:11]([CH2:14][N:15]3C=[C:18]([N+:20]([O-])=O)[CH:17]=[N:16]3)[S:12][CH:13]=2)[O:8][CH2:7][CH2:6][O:5]1.[NH4+].[Cl-]>CCO.O.[Fe]>[CH3:3][C:4]1([C:9]2[CH:10]=[C:11]([CH2:14][N:15]3[N:1]=[C:18]([NH2:20])[CH:17]=[N:16]3)[S:12][CH:13]=2)[O:8][CH2:7][CH2:6][O:5]1 |f:2.3|. Procedure details: In a flame dried round-bottomed flask equipped with a magnetic stir bar and under inert atmosphere (N2), a mixture of 1-[4-(2-methyl-[1,3]dioxolan-2-yl)-thiophen-2-ylmethyl]-4-nitro-1H-pyrazole (115 mg, 0.39 mmol), iron powder (65 mg, 1.16 mmol) and NH4Cl (106 mg, 1.97 mmol) in a mixture of EtOH (3.0 mL) and water (1.5 mL) was stirred at 75° C. for 60 min. The reaction mixture was filtered while hot and concentrated under reduced pressure. The filtrated was dried over Na2SO4, filtered, and the s... Reactants: FC(C=1C=C(C=C(C1)C(F)(F)F)[C@@H]1[C@@H](N(C(O1)=O)CC1=C(C=CC(=C1)F)Br)C)(F)F ((4S,5R)-5-[3,5-bis(trifluoromethyl)phenyl]-3-(2-bromo-5-fluorobenzyl)-4-methyl-1,3-oxazolidin-2-one), BrC=1C=CC(=C(C1)B(O)O)OC ((5-bromo-2-methoxyphenyl)boronic acid), C([O-])([O-])=O.[Na+].[Na+] (sodium carbonate), C1(=CC=CC=C1)C (toluene). The reagents and catalysts are C=1C=CC(=CC1)[P](C=2C=CC=CC2)(C=3C=CC=CC3)[Pd]([P](C=4C=CC=CC4)(C=5C=CC=CC5)C=6C=CC=CC6)([P](C=7C=CC=CC7)(C=8C=CC=CC8)C=9C=CC=CC9)[P](C=1C=CC=CC1)(C=1C=CC=CC1)C=1C=CC=CC1 (tetrakis(triphenylphosphine)palladium(0)). Run in [Cl-].[Na+].O (brine), C(C)O (ethanol). Reaction conditions: time 45 minute. Yields the product FC(C=1C=C(C=C(C1)C(F)(F)F)[C@@H]1[C@@H](N(C(O1)=O)CC1=C(C=CC(=C1)F)C1=C(C=CC(=C1)Br)OC)C)(F)F ((4S,5R)-5-[3,5-bis(trifluoromethyl)phenyl]-3-[(5′-bromo-4-fluoro-2′-methoxybiphenyl-2-yl)methyl]-4-methyl-1,3-oxazolidin-2-one). Reaction SMILES: [F:1][C:2]([F:30])([F:29])[C:3]1[CH:4]=[C:5]([C@H:13]2[O:17][C:16](=[O:18])[N:15]([CH2:19][C:20]3[CH:25]=[C:24]([F:26])[CH:23]=[CH:22][C:21]=3Br)[C@H:14]2[CH3:28])[CH:6]=[C:7]([C:9]([F:12])([F:11])[F:10])[CH:8]=1.[Br:31][C:32]1[CH:33]=[CH:34][C:35]([O:41][CH3:42])=[C:36](B(O)O)[CH:37]=1.C(=O)([O-])[O-].[Na+].[Na+].C1(C)C=CC=CC=1>[Cl-].[Na+].O.C1C=CC([P]([Pd]([P](C2C=CC=CC=2)(C2C=CC=CC=2)C2C=CC=CC=2)([P](C2C=CC=CC=2)(C2C=CC=CC=2)C2C=CC=CC=2)[P](C2C=CC=CC=2)(C2C=CC=CC=2)C2C=CC=CC=2)(C2C=CC=CC=2)C2C=CC=CC=2)=CC=1.C(O)C>[F:10][C:9]([F:11])([F:12])[C:7]1[CH:6]=[C:5]([C@H:13]2[O:17][C:16](=[O:18])[N:15]([CH2:19][C:20]3[CH:25]=[C:24]([F:26])[CH:23]=[CH:22][C:21]=3[C:34]3[CH:33]=[C:32]([Br:31])[CH:37]=[CH:36][C:35]=3[O:41][CH3:42])[C@H:14]2[CH3:28])[CH:4]=[C:3]([C:2]([F:29])([F:30])[F:1])[CH:8]=1 |f:2.3.4,6.7.8,^1:62,64,83,102|. Procedure details: (4S,5R)-5-[3,5-bis(trifluoromethyl)phenyl]-3-(2-bromo-5-fluorobenzyl)-4-methyl-1,3-oxazolidin-2-one (600 mg, 1.2 mmol), (5-bromo-2-methoxyphenyl)boronic acid (319 mg, 1.38 mmol), sodium carbonate aqueous solution (1.27 mL, 2M, 2.54 mmol), toluene (3.5 mL) and ethanol (400 μL) were mixed and stirred at room temperature for 45 minutes followed by addition of tetrakis(triphenylphosphine)palladium(0) (87 mg, 4.5 mol %). The resulting mixture was heated in a 90° C. oil bath for 24 hours to complete t... Reactants: C[O-].[Na+] (sodium methoxide), Cl (HCl), Cl.BrC1=C(C=CC=C1)CC(N)=N (2-(2-Bromophenyl)acetimidamide hydrochloride), COC(/C(=C(/C(=O)OC(C)(C)C)\O)/OCC1=CC=CC=C1)=O ((E)-2-benzyloxy-3-hydroxy-but-2-enedioic acid 4-tert-butyl ester 1-methyl ester). The solvent is CO (methanol), CO (methanol). Reaction conditions: temperature 0 celsius, time 15 minute. Product: C(C)(C)(C)OC(=O)C=1NC(=NC(C1OCC1=CC=CC=C1)=O)CC1=C(C=CC=C1)Br (5-(benzyloxy)-2-(2-bromobenzyl)-6-oxo-3,6-dihydro-pyrimidine-4-carboxylic acid tert-butyl ester). The yield is 71.3%. Reaction SMILES: Cl.[Br:2][C:3]1[CH:8]=[CH:7][CH:6]=[CH:5][C:4]=1[CH2:9][C:10](=[NH:12])[NH2:11].C[O:14][C:15](=O)/[C:16](/[O:26][CH2:27][C:28]1[CH:33]=[CH:32][CH:31]=[CH:30][CH:29]=1)=[C:17](\O)/[C:18]([O:20][C:21]([CH3:24])([CH3:23])[CH3:22])=[O:19].C[O-].[Na+].Cl>CO>[C:21]([O:20][C:18]([C:17]1[NH:12][C:10]([CH2:9][C:4]2[CH:5]=[CH:6][CH:7]=[CH:8][C:3]=2[Br:2])=[N:11][C:15](=[O:14])[C:16]=1[O:26][CH2:27][C:28]1[CH:33]=[CH:32][CH:31]=[CH:30][CH:29]=1)=[O:19])([CH3:24])([CH3:22])[CH3:23] |f:0.1,3.4|. Procedure details: 2-(2-Bromophenyl)acetimidamide hydrochloride (2 g, 8.01 mmol, Eq: 1.00) and 4-tert-butyl 1-methyl 2-(benzyloxy)-3-hydroxyfumarate (4) (3.44 g, 11.2 mmol, Eq: 1.39) were dissolved in methanol (40.0 ml) and cooled down to 0° C. At that temperature sodium methoxide (1.37 g, 24.0 mmol, Eq: 3) was added. After another 15 minutes at this temperature, the resulting suspension was allowed to warm to room temperature overnight. A little methanol (˜5 ml) was added and the yellow suspension was cooled to 0... Starting materials: Brc1cnc2ccccc2c1, CC(=O)OO, [Li]CCCC, COB(OC)OC, [Na+], O, O=S([O-])O. The product is Oc1cnc2ccccc2c1. As a reaction SMILES: [Br:1][c:2]1[cH:3][n:4][c:5]2[cH:6][cH:7][cH:8][cH:9][c:10]2[cH:11]1.[C:24]([O:25][OH:26])(=[O:27])[CH3:28].[CH2:12]([Li:13])[CH2:14][CH2:15][CH3:16].[CH3:17][O:18][B:19]([O:20][CH3:21])[O:22][CH3:23].[Na+:34].[OH2:29].[S:30](=[O:31])([OH:32])[O-:33]>>[c:2]1([OH:18])[cH:3][n:4][c:5]2[cH:6][cH:7][cH:8][cH:9][c:10]2[cH:11]1.